Dataset: the Open Reaction Database (ORD), a public repository of structured organic reaction records. Task: describe an organic reaction: reactants, conditions, products, and yield The reactants are FC(C(CC(=O)OCC)=O)F (ethyl 4,4-difluoro-3-oxobutyrate), BrCC(=O)OCC (ethyl bromoacetate), [Cl-].[NH4+] (ammonium chloride), [H-].[Na+] (sodium hydride). The solvent is C1CCOC1 (THF), C1CCOC1 (THF), C1CCOC1 (THF). Run at time 5 minute. Product: FC(C(=O)C(C(=O)OCC)CC(=O)OCC)F (Diethyl 2-(difluoroacetyl)butanedioate). RXN SMILES: [H-].[Na+].[F:3][CH:4]([F:13])[C:5](=[O:12])[CH2:6][C:7]([O:9][CH2:10][CH3:11])=[O:8].Br[CH2:15][C:16]([O:18][CH2:19][CH3:20])=[O:17].[Cl-].[NH4+]>C1COCC1>[F:3][CH:4]([F:13])[C:5]([CH:6]([CH2:15][C:16]([O:18][CH2:19][CH3:20])=[O:17])[C:7]([O:9][CH2:10][CH3:11])=[O:8])=[O:12] |f:0.1,4.5|. Reported procedure: 0.52 g (14.296 mmol) of sodium hydride (60% in mineral oil) was initially charged in THF (30 ml), and at 0° C. a solution of 2.00 g (11.437 mmol) of ethyl 4,4-difluoro-3-oxobutyrate in THF (20 ml) was then added dropwise. After warming to RT and a further 30 min at this temperature, 2.865 g (17.156 mmol) of ethyl bromoacetate in THF (15 ml) were added and the mixture was then heated at reflux overnight. After cooling, saturated aqueous ammonium chloride solution was added and the mixture was the... Reactants: C1(O)=CC=C(O)C=C1 (hydroquinone), C(C)(=O)OCC.CCCCCC (ethyl acetate hexane), [Si](C)(C)(C(C)(C)C)Cl (tert-butyldimethylsilylchloride), N1C=NC=C1 (imidazole). Solvent: CN(C)C=O (DMF), O (water). Run at time 1 hour. The product is [Si](C)(C)(C(C)(C)C)OC1=CC=C(C=C1)O (4-(Tert-Butyldimethylsilyloxy)phenol). Isolated yield 70.0%. RXN SMILES: [C:1]1([CH:8]=[CH:7][C:5]([OH:6])=[CH:4][CH:3]=1)[OH:2].[Si:9](Cl)([C:12]([CH3:15])([CH3:14])[CH3:13])([CH3:11])[CH3:10].N1C=CN=C1.C(OCC)(=O)C.CCCCCC>CN(C=O)C.O>[Si:9]([O:2][C:1]1[CH:8]=[CH:7][C:5]([OH:6])=[CH:4][CH:3]=1)([C:12]([CH3:15])([CH3:14])[CH3:13])([CH3:11])[CH3:10] |f:3.4|. Procedure: To a solution of hydroquinone (1.0 g, 0.9 mmol) and tert-butyldimethylsilylchloride (1.4 g, 0.9 mmol) in 5 mL of dry DMF was gradually added imidazole(1.2 g, 1.8 mmol) and the solution was stirred for 1 hour. TLC analysis (silica gel, 20% ethyl acetate/hexane) showed completion of reaction. The solution was poured into 25 mL of water and extracted with 3×25 mL of ether. The combined ether solutions were dried over anhydrous MgSO4. Evaporation of solvent gave an oil which was chromatographed on s...